This data is from the Open Reaction Database (ORD), a public repository of structured organic reaction records. The task is: describe an organic reaction: reactants, conditions, products, and yield Starting materials: [N-]=[N+]=[N-].[Na+] (Sodium azide), CC1=CC=C(C=C1)S(=O)(=O)OC[C@@H]1OC2=C(C=CC=3NC(OC32)=O)OC1 ([(8R)-2-oxo-2,3,7,8-tetrahydro[1,4]dioxino[2,3-g][1,3]benzoxazol-8-yl]methyl 4-methylbenzene-sulfonate). Run in CN(C=O)C (dimethylformamide). Conditions: temperature 70 celsius. Product: N(=[N+]=[N-])CC1OC2=C(C=CC=3NC(OC32)=O)OC1 (8-(Azidomethyl)-7,8-dihydro[1,4]dioxino[2,3-g][1,3]benzoxazol-2(3H)-one). Isolated yield 88.6%. RXN SMILES: [N-:1]=[N+:2]=[N-:3].[Na+].CC1C=CC(S(O[CH2:16][C@H:17]2[CH2:30][O:29][C:20]3[CH:21]=[CH:22][C:23]4[NH:24][C:25](=[O:28])[O:26][C:27]=4[C:19]=3[O:18]2)(=O)=O)=CC=1>CN(C)C=O>[N:1]([CH2:16][CH:17]1[CH2:30][O:29][C:20]2[CH:21]=[CH:22][C:23]3[NH:24][C:25](=[O:28])[O:26][C:27]=3[C:19]=2[O:18]1)=[N+:2]=[N-:3] |f:0.1|. Reported procedure: Sodium azide (0.86 g, 13.2 mmole) was added to a solution of [(8R)-2-oxo-2,3,7,8-tetrahydro[1,4]dioxino[2,3-g][1,3]benzoxazol-8-yl]methyl 4-methylbenzene-sulfonate (5.0 g, 13 mmole) in dimethylformamide (250 mL). The solution was heated at 70° C. for 9 hours. The solvent was then removed in vacuum and replaced with 300 mL of methylene chloride. The mixture was washed with 300 mL portions of water and saturated brine, dried over magnesium sulfate, filtered and evaporated in vacuum to a yellow sol... Yields the product CN1CCc2c(Cl)ccc(CO)c2CC1. Reaction SMILES: [BH4-:16].[CH3:21][OH:22].[Cl:1][c:2]1[cH:3][cH:4][c:5]([CH:14]=[O:15])[c:6]2[c:7]1[CH2:8][CH2:9][N:10]([CH3:13])[CH2:11][CH2:12]2.[ClH:18].[Na+:17].[Na+:20].[OH-:19]>>[Cl:1][c:2]1[cH:3][cH:4][c:5]([CH2:14][OH:15])[c:6]2[c:7]1[CH2:8][CH2:9][N:10]([CH3:13])[CH2:11][CH2:12]2. Starting materials: [BH4-], CO, CN1CCc2c(Cl)ccc(C=O)c2CC1, Cl, [Na+], [Na+], [OH-].